Dataset: the Open Reaction Database (ORD), a public repository of structured organic reaction records. Task: describe an organic reaction: reactants, conditions, products, and yield Starting materials: Brc1ccc(-c2ccccc2)cc1, C1CCCCC1, [Li]C(C)CC, Cl, O=C1CN2CCC1CC2, C1CCOC1. The product is OC1(c2ccc(-c3ccccc3)cc2)CN2CCC1CC2. Reaction SMILES: [Br:6][c:7]1[cH:8][cH:9][c:10](-[c:13]2[cH:14][cH:15][cH:16][cH:17][cH:18]2)[cH:11][cH:12]1.[CH2:29]1[CH2:30][CH2:31][CH2:32][CH2:33][CH2:34]1.[CH:1]([Li:2])([CH2:3][CH3:4])[CH3:5].[ClH:28].[N:19]12[CH2:20][C:21](=[O:27])[CH:22]([CH2:23][CH2:24]1)[CH2:25][CH2:26]2.[O:35]1[CH2:36][CH2:37][CH2:38][CH2:39]1>>[c:7]1([C:21]2([OH:27])[CH2:20][N:19]3[CH2:24][CH2:23][CH:22]2[CH2:25][CH2:26]3)[cH:8][cH:9][c:10](-[c:13]2[cH:14][cH:15][cH:16][cH:17][cH:18]2)[cH:11][cH:12]1.